Dataset: the Open Reaction Database (ORD), a public repository of structured organic reaction records. Task: describe an organic reaction: reactants, conditions, products, and yield Reactants: COc1ccc(Oc2ccc([N+](=O)[O-])c(C)c2)cc1, CO, [H][H]. The product is COc1ccc(Oc2ccc(N)c(C)c2)cc1. Reaction SMILES: [CH3:1][O:2][c:3]1[cH:4][cH:5][c:6]([O:7][c:8]2[cH:9][c:10]([CH3:17])[c:11]([N+:14]([O-:15])=[O:16])[cH:12][cH:13]2)[cH:18][cH:19]1.[CH3:22][OH:23].[H:20][H:21]>>[CH3:1][O:2][c:3]1[cH:4][cH:5][c:6]([O:7][c:8]2[cH:9][c:10]([CH3:17])[c:11]([NH2:14])[cH:12][cH:13]2)[cH:18][cH:19]1.